Dataset: the Open Reaction Database (ORD), a public repository of structured organic reaction records. Task: describe an organic reaction: reactants, conditions, products, and yield Reactants: FC(CNC1CCC2=C(CC1)C(=C(C=C2)N)OC)F (N*7*-(2,2-Difluoro-ethyl)-1-methoxy-6,7,8,9-tetrahydro-5H-benzocycloheptene-2,7-diamine), ClC1=NC=C(C(=N1)N[C@H]1[C@@H](CCCC1)NS(=O)(=O)C)Cl (N-[(1R,2R)-2-(2,5-Dichloro-pyrimidin-4-ylamino)-cyclohexyl]-methanesulfonamide). Product: ClC=1C(=NC(=NC1)NC=1C=CC2=C(CCC(CC2)NCC(F)F)C1)N[C@H]1[C@@H](CCCC1)NS(=O)(=O)C (N-((1R,2R)-2-{5-Chloro-2-[7-(2,2-difluoro-ethylamino)-6,7,8,9-tetrahydro-5H-benzocyclohepten-2-ylamino]-pyrimidin-4-ylamino}-cyclohexyl)-methanesulfonamide). The yield is 60.7%. As a reaction SMILES: [F:1][CH:2]([F:19])[CH2:3][NH:4][CH:5]1[CH2:11][CH2:10][C:9]2[C:12](OC)=[C:13]([NH2:16])[CH:14]=[CH:15][C:8]=2[CH2:7][CH2:6]1.Cl[C:21]1[N:26]=[C:25]([NH:27][C@@H:28]2[CH2:33][CH2:32][CH2:31][CH2:30][C@H:29]2[NH:34][S:35]([CH3:38])(=[O:37])=[O:36])[C:24]([Cl:39])=[CH:23][N:22]=1>>[Cl:39][C:24]1[C:25]([NH:27][C@@H:28]2[CH2:33][CH2:32][CH2:31][CH2:30][C@H:29]2[NH:34][S:35]([CH3:38])(=[O:37])=[O:36])=[N:26][C:21]([NH:16][C:13]2[CH:14]=[CH:15][C:8]3[CH2:7][CH2:6][CH:5]([NH:4][CH2:3][CH:2]([F:19])[F:1])[CH2:11][CH2:10][C:9]=3[CH:12]=2)=[N:22][CH:23]=1. Procedure details: In an analogous procedure to Example 651, part c, N*7*-(2,2-Difluoro-ethyl)-1-methoxy-6,7,8,9-tetrahydro-5H-benzocycloheptene-2,7-diamine was combined with N-[(1R,2R)-2-(2,5-Dichloro-pyrimidin-4-ylamino)-cyclohexyl]-methanesulfonamide to yield N-((1R,2R)-2-{5-Chloro-2-[7-(2,2-difluoro-ethylamino)-6,7,8,9-tetrahydro-5H-benzocyclohepten-2-ylamino]-pyrimidin-4-ylamino}-cyclohexyl)-methanesulfonamide (382.94 mg, 60.7% yield) as a white foam. 1H-NMR (CDCl3) δ 7.92 (m, 2H), 7.29 (m, 1H), 6.88 (d, J=8.... Starting materials: [BH4-], O=C(O)CN1CCCCC(NCC(=O)C(Cc2ccccc2)NC(=O)c2ccccc2)C1=O, [Na+], C1CCOC1, O. The product is O=C(O)CN1CCCCC(NCC(O)C(Cc2ccccc2)NC(=O)c2ccccc2)C1=O. RXN SMILES: [BH4-:34].[C:1]([c:2]1[cH:3][cH:4][cH:5][cH:6][cH:7]1)(=[O:8])[NH:9][CH:10]([C:11]([CH2:12][NH:13][CH:14]1[C:15](=[O:25])[N:16]([CH2:21][C:22](=[O:23])[OH:24])[CH2:17][CH2:18][CH2:19][CH2:20]1)=[O:26])[CH2:27][c:28]1[cH:29][cH:30][cH:31][cH:32][cH:33]1.[Na+:35].[O:36]1[CH2:37][CH2:38][CH2:39][CH2:40]1.[OH2:41]>>[C:1]([c:2]1[cH:3][cH:4][cH:5][cH:6][cH:7]1)(=[O:8])[NH:9][CH:10]([CH:11]([CH2:12][NH:13][CH:14]1[C:15](=[O:25])[N:16]([CH2:21][C:22](=[O:23])[OH:24])[CH2:17][CH2:18][CH2:19][CH2:20]1)[OH:26])[CH2:27][c:28]1[cH:29][cH:30][cH:31][cH:32][cH:33]1.